From a dataset of the Open Reaction Database (ORD), a public repository of structured organic reaction records. describe an organic reaction: reactants, conditions, products, and yield Starting materials: ClC=1C(=NC=C(C1)CCl)CC (3-chloro-5-chloromethyl-2-ethyl-pyridine), [C-]#N.[K+] (potassium cyanide). The solvent is CN(C=O)C (dimethylformamide), [Na+].[Cl-] (NaCl), O (water). Reaction conditions: time 4 hour. Product: ClC=1C=C(C=NC1CC)CC#N (5-chloro-6-ethyl-pyridin-3-yl-acetonitrile). Yield: 90.2%. As a reaction SMILES: [Cl:1][C:2]1[C:3]([CH2:10][CH3:11])=[N:4][CH:5]=[C:6]([CH2:8]Cl)[CH:7]=1.[C-:12]#[N:13].[K+]>CN(C)C=O.O.[Na+].[Cl-]>[Cl:1][C:2]1[CH:7]=[C:6]([CH2:8][C:12]#[N:13])[CH:5]=[N:4][C:3]=1[CH2:10][CH3:11] |f:1.2,5.6|. Reported procedure: A solution of 3-chloro-5-chloromethyl-2-ethyl-pyridine (4.03 g, 21 mmol) in dimethylformamide (26 mL, 0.8 M) is cooled to 0° C. and treated with a solution of potassium cyanide (1.48 g, 22.7 mmol) in water (10 mL). After 4 h, the solution is diluted with 50% aq NaCl and extracted with ethyl acetate. The organic extracts are washed with sat'd aq lithium chloride and purified by MPLC (30-90% ethyl acetate in heptane) to give 5-chloro-6-ethyl-pyridin-3-yl-acetonitrile as a light brown oil (3.42 g, ... Reported procedure: The title compound was prepared according to Method A and the experimentals described for compound 139 from 3-(chloromethyl)-2-(4-fluorophenyl)-6-methylimidazo[1,2-a]pyridine hydrochloride and 4-chloro-6-methylpyrimidin-2-amine. H-NMR (400 MHz, CDCl3) 8.021 (s, 1H), 7.73 (m, 2H), 7.51 (d, J=9.164 Hz, 1H), 7.10 (m, 2H), 6.50 (s, 1H), 5.28 (broad, 1H, D, NH), 4.98 (d, J=5.032 Ha, 2H, D, CH2), 2.29 (s, 3H, D, CH3), 2.26 (s, 3H) ppm; m/e+ 382.0, 384.1 for C20H17ClFN5 (M+H)+ RXN SMILES: Cl.Cl[CH2:3][C:4]1[N:8]2[CH:9]=[C:10]([CH3:13])[CH:11]=[CH:12][C:7]2=[N:6][C:5]=1[C:14]1[CH:19]=[CH:18][C:17]([F:20])=[CH:16][CH:15]=1.[Cl:21][C:22]1[CH:27]=[C:26]([CH3:28])[N:25]=[C:24]([NH2:29])[N:23]=1>>[Cl:21][C:22]1[CH:27]=[C:26]([CH3:28])[N:25]=[C:24]([NH:29][CH2:3][C:4]2[N:8]3[CH:9]=[C:10]([CH3:13])[CH:11]=[CH:12][C:7]3=[N:6][C:5]=2[C:14]2[CH:19]=[CH:18][C:17]([F:20])=[CH:16][CH:15]=2)[N:23]=1 |f:0.1|. Starting materials: compound 139, Cl.ClCC1=C(N=C2N1C=C(C=C2)C)C2=CC=C(C=C2)F (3-(chloromethyl)-2-(4-fluorophenyl)-6-methylimidazo[1,2-a]pyridine hydrochloride), ClC1=NC(=NC(=C1)C)N (4-chloro-6-methylpyrimidin-2-amine). The product is ClC1=NC(=NC(=C1)C)NCC1=C(N=C2N1C=C(C=C2)C)C2=CC=C(C=C2)F (4-chloro-N-((2-(4-fluorophenyl)-6-methylimidazo[1,2-a]pyridin-3-yl)methyl)-6-methylpyrimidin-2-amine). The reactants are OCC1=CC=CC(=N1)C#CCCC(=O)OC(C)(C)C (t-butyl 5-(6-hydroxymethylpyridin-2-yl)pent-4-ynoate). Reagents/catalysts: [Pt](=O)=O (platinum dioxide). The solvent is CCO (EtOH). Run at time 8 hour. Yields the product OCC1=CC=CC(=N1)CCCCC(=O)OC(C)(C)C (t-butyl 5-(6-hydroxymethylpyridin-2-yl)pentanoate). The yield is 99.2%. RXN SMILES: [OH:1][CH2:2][C:3]1[N:8]=[C:7]([C:9]#[C:10][CH2:11][CH2:12][C:13]([O:15][C:16]([CH3:19])([CH3:18])[CH3:17])=[O:14])[CH:6]=[CH:5][CH:4]=1>[Pt](=O)=O.CCO>[OH:1][CH2:2][C:3]1[N:8]=[C:7]([CH2:9][CH2:10][CH2:11][CH2:12][C:13]([O:15][C:16]([CH3:19])([CH3:18])[CH3:17])=[O:14])[CH:6]=[CH:5][CH:4]=1. Reported procedure: To a 200 mL round-bottom flask, 2.76 g of t-butyl 5-(6-hydroxymethylpyridin-2-yl)pent-4-ynoate, 50 mg of platinum dioxide and 25 mL of EtOH were added, the mixture was stirred under hydrogen atmosphere at room temperature for 8 hours. The insoluble material was removed off, and then the filtrate was concentrated to give 2.78 g of t-butyl 5-(6-hydroxymethylpyridin-2-yl)pentanoate as a yellow oil. Reactants: C(C=C)NCC1=C(C=C(C=C1)OC)OC (Allyl-(2,4-dimethoxy-benzyl)-amine), CN(C)C(=[N+](C)C)ON1C2=C(C=CC=N2)N=N1.[B-](F)(F)(F)F (TATU), CCN(C(C)C)C(C)C (Hünig's base), CC(C)(OC(=O)NC(C(=O)O)C(C=C)(C)C)C (2-[[(1,1-Dimethylethoxy)carbonyl]amino]-3,3-dimethyl-4-pentenoic acid). Run in CN(C=O)C (dimethylformamide), CN(C=O)C (dimethylformamide). Reaction conditions: time 8 hour. Product: C(C)(C)(C)OC(NC(C(C=C)(C)C)C(N(CC1=C(C=C(C=C1)OC)OC)CC=C)=O)=O ({1-[allyl-(2,4-dimethoxy-benzyl)-carbamoyl]-2,2-dimethyl-but-3-enyl}-carbamic acid tert-butyl ester). Yield: 89.3%. RXN SMILES: [CH3:1][C:2]([CH3:17])([O:4][C:5]([NH:7][CH:8]([C:12]([CH3:16])([CH3:15])[CH:13]=[CH2:14])[C:9]([OH:11])=O)=[O:6])[CH3:3].CN(C(ON1N=NC2C=CC=NC1=2)=[N+](C)C)C.[B-](F)(F)(F)F.CCN(C(C)C)C(C)C.[CH2:49]([NH:52][CH2:53][C:54]1[CH:59]=[CH:58][C:57]([O:60][CH3:61])=[CH:56][C:55]=1[O:62][CH3:63])[CH:50]=[CH2:51]>CN(C)C=O>[C:2]([O:4][C:5](=[O:6])[NH:7][CH:8]([C:9](=[O:11])[N:52]([CH2:49][CH:50]=[CH2:51])[CH2:53][C:54]1[CH:59]=[CH:58][C:57]([O:60][CH3:61])=[CH:56][C:55]=1[O:62][CH3:63])[C:12]([CH3:16])([CH3:15])[CH:13]=[CH2:14])([CH3:1])([CH3:3])[CH3:17] |f:1.2|. Reported procedure: 2-[[(1,1-Dimethylethoxy)carbonyl]amino]-3,3-dimethyl-4-pentenoic acid (322 mg, 1.32 mmol; Synthesis see Bartlett, Paul A.; Barstow, James F. Journal of Organic Chemistry (1982), 47(20), 3933-41) was dissolved in dimethylformamide (6 ml) and activated with the coupling reagent TATU (469 mg, 1.46 mmol) and Hünig's base (376 mg, 2.91 mmol) for 2 min. Allyl-(2,4-dimethoxy-benzyl)-amine (274 mg, 1.32 mmol) dissolved in dimethylformamide (2 ml) was added and the mixture was stirred overnight. The solv... Starting materials: ClC=1N=C2N(C(C1C)=O)N=C(S2)SCCCCCCC (7-chloro-2-heptylthio-6-methyl-5H-1,3,4-thiadiazolo[3,2-a]pyrimidin-5-one), [F-].[K+] (potassium fluoride), S1(=O)(=O)CCCC1 (sulfolane). Run in O (water). Yields the product FC=1N=C2N(C(C1C)=O)N=C(S2)SCCCCCCC (7-fluoro-2-heptylthio-6-methyl-5H-1,3,4-thiadiazolo[3,2-a]pyrimidin-5-one). The yield is 63.0%. Reaction SMILES: Cl[C:2]1[N:3]=[C:4]2[S:12][C:11]([S:13][CH2:14][CH2:15][CH2:16][CH2:17][CH2:18][CH2:19][CH3:20])=[N:10][N:5]2[C:6](=[O:9])[C:7]=1[CH3:8].[F-:21].[K+].S1(CCCC1)(=O)=O>O>[F:21][C:2]1[N:3]=[C:4]2[S:12][C:11]([S:13][CH2:14][CH2:15][CH2:16][CH2:17][CH2:18][CH2:19][CH3:20])=[N:10][N:5]2[C:6](=[O:9])[C:7]=1[CH3:8] |f:1.2|. Procedure details: A solution of 8.6 g of the thus obtained 7-chloro-2-heptylthio-6-methyl-5H-1,3,4-thiadiazolo[3,2-a]pyrimidin-5-one, 3.0 g of spray dry potassium fluoride and 32 ml of sulfolane was heated at 205°~225° C. in a stream of nitrogen for 1 and half hours. After cooling, water was added to the mixture, and the mixture was extracted with toluene. The toluene layer was collected and washed with water. The toluene phase was dried over anhydrous sodium sulfate, the solvent was distilled off. The residue wa... Starting materials: C(C1=CC=CC=C1)N1N=CC2=CC(=CC=C12)NC1=NC=NC2=CC=C(C=C12)I ((1-Benzyl-1H-indazol-5-yl)-(6-iodoquinazolin-4-yl)-amine), C(CCC)[Sn](CCCC)(CCCC)C#N (tributyltin cyanide). Reagents/catalysts: [Pd](Cl)Cl.C1(=CC=CC=C1)P(CCCCP(C1=CC=CC=C1)C1=CC=CC=C1)C1=CC=CC=C1 (1.4-bis-(diphenylphosphino)-butane palladium (II) chloride), [Pd].C1(=CC=CC=C1)P(C1=CC=CC=C1)C1=CC=CC=C1.C1(=CC=CC=C1)P(C1=CC=CC=C1)C1=CC=CC=C1.C1(=CC=CC=C1)P(C1=CC=CC=C1)C1=CC=CC=C1.C1(=CC=CC=C1)P(C1=CC=CC=C1)C1=CC=CC=C1 (tetrakis (triphenylphosphine) palladium). The solvent is O1CCOCC1 (dioxane). The product is C(C1=CC=CC=C1)N1N=CC2=CC(=CC=C12)NC1=NC=NC2=CC=C(C=C12)C#N ((1-Benzyl-1H-indazol-5-yl)-(6-cyanoquinazolin-4-yl)-amine). The yield is 44.3%. As a reaction SMILES: [CH2:1]([N:8]1[C:16]2[C:11](=[CH:12][C:13]([NH:17][C:18]3[C:27]4[C:22](=[CH:23][CH:24]=[C:25](I)[CH:26]=4)[N:21]=[CH:20][N:19]=3)=[CH:14][CH:15]=2)[CH:10]=[N:9]1)[C:2]1[CH:7]=[CH:6][CH:5]=[CH:4][CH:3]=1.C([Sn]([C:42]#[N:43])(CCCC)CCCC)CCC>O1CCOCC1.[Pd](Cl)Cl.C1(P(C2C=CC=CC=2)CCCCP(C2C=CC=CC=2)C2C=CC=CC=2)C=CC=CC=1.[Pd].C1(P(C2C=CC=CC=2)C2C=CC=CC=2)C=CC=CC=1.C1(P(C2C=CC=CC=2)C2C=CC=CC=2)C=CC=CC=1.C1(P(C2C=CC=CC=2)C2C=CC=CC=2)C=CC=CC=1.C1(P(C2C=CC=CC=2)C2C=CC=CC=2)C=CC=CC=1>[CH2:1]([N:8]1[C:16]2[C:11](=[CH:12][C:13]([NH:17][C:18]3[C:27]4[C:22](=[CH:23][CH:24]=[C:25]([C:42]#[N:43])[CH:26]=4)[N:21]=[CH:20][N:19]=3)=[CH:14][CH:15]=2)[CH:10]=[N:9]1)[C:2]1[CH:7]=[CH:6][CH:5]=[CH:4][CH:3]=1 |f:3.4,5.6.7.8.9|. Procedure: (1-Benzyl-1H-indazol-5-yl)-(6-iodoquinazolin-4-yl)-amine (3.58 g) in dioxane (30 ml) under N2 was treated with tributyltin cyanide (2.51 g) and catalytic quantities of 1.4-bis-(diphenylphosphino)-butane palladium (II) chloride and tetrakis (triphenylphosphine) palladium at reflux for 5 days. The mixture was absorbed onto silica and chromatographed to give the title compound (1.25 g); δH [2H6]DMSO 10.20(1H,s), 9.15(1H,s), 8.65(1H,s), 8.24(1H,s), 8.18(2H,m), 7.89(1H,s), 7.70(2H,m), 7.30(5H,m), 5.7...